The task is: describe an organic reaction: reactants, conditions, products, and yield. This data is from the Open Reaction Database (ORD), a public repository of structured organic reaction records. Starting materials: ClC1=CC=C(CN2C(NC3=CC(=CC=C3C2=O)C(=O)O)=O)C=C1 (3-(4-chloro-benzyl)-2,4-dioxoquinazoline-7-carboxylic acid), CC1N(CCCC1)CCCN (3-(2-methyl-piperidine-1-yl)-propylamine). Product: CC1N(CCCC1)CCCNC(=O)C1=CC=C2C(N(C(NC2=C1)=O)CC1=CC=C(C=C1)Cl)=O (3-(4-Chloro-benzyl)-2,4-dioxo-1,2,3,4-tetrahydro-quinazoline-7-carboxylic acid [3-(2-methyl-piperidine-1-yl)-propyl]-amide). RXN SMILES: [Cl:1][C:2]1[CH:23]=[CH:22][C:5]([CH2:6][N:7]2[C:16](=[O:17])[C:15]3[C:10](=[CH:11][C:12]([C:18](O)=[O:19])=[CH:13][CH:14]=3)[NH:9][C:8]2=[O:21])=[CH:4][CH:3]=1.[CH3:24][CH:25]1[CH2:30][CH2:29][CH2:28][CH2:27][N:26]1[CH2:31][CH2:32][CH2:33][NH2:34]>>[CH3:24][CH:25]1[CH2:30][CH2:29][CH2:28][CH2:27][N:26]1[CH2:31][CH2:32][CH2:33][NH:34][C:18]([C:12]1[CH:11]=[C:10]2[C:15]([C:16](=[O:17])[N:7]([CH2:6][C:5]3[CH:22]=[CH:23][C:2]([Cl:1])=[CH:3][CH:4]=3)[C:8](=[O:21])[NH:9]2)=[CH:14][CH:13]=1)=[O:19]. Procedure details: 65 mg (52%) of the target compound was obtained in the same manner of Example 1, using 3-(4-chloro-benzyl)-2,4-dioxoquinazoline-7-carboxylic acid (90 mg, 0.272 mol) obtained in Example 1 and 3-(2-methyl-piperidine-1-yl)-propylamine (103 mL, 0.598 mmol). Reactants: Oc1ccc(C(=C2CCCCCCC2)c2ccc(Br)cc2)cc1, O=C([O-])[O-], C1CCOC1, Cc1noc(C)c1B(O)O, [Na+], [Na+], O, Cl[Pd]Cl, c1ccc(P(c2ccccc2)c2ccccc2)cc1, c1ccc(P(c2ccccc2)c2ccccc2)cc1. Yields the product Cc1noc(C)c1-c1ccc(C(=C2CCCCCCC2)c2ccc(O)cc2)cc1. Reaction SMILES: [Br:1][c:2]1[cH:3][cH:4][c:5]([C:8]([c:9]2[cH:10][cH:11][c:12]([OH:15])[cH:13][cH:14]2)=[C:16]2[CH2:17][CH2:18][CH2:19][CH2:20][CH2:21][CH2:22][CH2:23]2)[cH:6][cH:7]1.[C:34](=[O:35])([O-:36])[O-:37].[CH2:81]1[O:82][CH2:83][CH2:84][CH2:85]1.[CH3:24][c:25]1[n:26][o:27][c:28]([CH3:33])[c:29]1[B:30]([OH:31])[OH:32].[Na+:38].[Na+:39].[OH2:86].[Pd:40]([Cl:41])[Cl:42].[c:43]1([P:44]([c:45]2[cH:46][cH:47][cH:48][cH:49][cH:50]2)[c:51]2[cH:52][cH:53][cH:54][cH:55][cH:56]2)[cH:57][cH:58][cH:59][cH:60][cH:61]1.[c:62]1([P:63]([c:64]2[cH:65][cH:66][cH:67][cH:68][cH:69]2)[c:70]2[cH:71][cH:72][cH:73][cH:74][cH:75]2)[cH:76][cH:77][cH:78][cH:79][cH:80]1>>[c:2]1(-[c:29]2[c:25]([CH3:24])[n:26][o:27][c:28]2[CH3:33])[cH:3][cH:4][c:5]([C:8]([c:9]2[cH:10][cH:11][c:12]([OH:15])[cH:13][cH:14]2)=[C:16]2[CH2:17][CH2:18][CH2:19][CH2:20][CH2:21][CH2:22][CH2:23]2)[cH:6][cH:7]1. Product: C(C1=CC=CC=C1)OC1=CC=C(C=C1)C=1OC2=C(N1)C=CC(=C2)Br (2-(4-benzyloxy-phenyl)-6-bromo-benzoxazole). Procedure: Preparation is carried out analogously to 4.1.a from 4-bromo-2-hydroxy-aniline and 4-benzyloxybenzoic acid. RXN SMILES: [Br:1][C:2]1[CH:8]=[CH:7][C:5]([NH2:6])=[C:4]([OH:9])[CH:3]=1.[CH2:10]([O:17][C:18]1[CH:26]=[CH:25][C:21]([C:22](O)=O)=[CH:20][CH:19]=1)[C:11]1[CH:16]=[CH:15][CH:14]=[CH:13][CH:12]=1>>[CH2:10]([O:17][C:18]1[CH:19]=[CH:20][C:21]([C:22]2[O:9][C:4]3[CH:3]=[C:2]([Br:1])[CH:8]=[CH:7][C:5]=3[N:6]=2)=[CH:25][CH:26]=1)[C:11]1[CH:12]=[CH:13][CH:14]=[CH:15][CH:16]=1. Reactants: 4.1.a, BrC1=CC(=C(N)C=C1)O (4-bromo-2-hydroxy-aniline), C(C1=CC=CC=C1)OC1=CC=C(C(=O)O)C=C1 (4-benzyloxybenzoic acid). Isolated yield 100.5%. Procedure: 5-(Dihydroxyboryl)-2-thiophenecarboxylic acid (527 mg, 3.1 mmol) and 2,2-dimethyl-propane-1,3-diol (361 mg, 3.4 mmol) are stirred in THF (10 mL) for 19 hours and concentrated in vacuo to afford 5-(5,5-dimethyl-[1,3,2]dioxaborinan-2-yl)-thiophene-2-carboxylic acid (748 mg) as a solid. LCMS: RT=1.15 minutes; 1H NMR [300 MHz, (CD3)2SO]: □13.15 (1H, s); 7.7 (1H, m); 7.45 (1H, m); 3.75 (4H, s); 0.95 (6H, s). Solvent: C1CCOC1 (THF). Reactants: OB(C1=CC=C(S1)C(=O)O)O (5-(Dihydroxyboryl)-2-thiophenecarboxylic acid), CC(CO)(CO)C (2,2-dimethyl-propane-1,3-diol). Yields the product CC1(COB(OC1)C1=CC=C(S1)C(=O)O)C (5-(5,5-dimethyl-[1,3,2]dioxaborinan-2-yl)-thiophene-2-carboxylic acid). As a reaction SMILES: [OH:1][B:2]([OH:11])[C:3]1[S:7][C:6]([C:8]([OH:10])=[O:9])=[CH:5][CH:4]=1.[CH3:12][C:13]([CH3:18])([CH2:16]O)[CH2:14]O>C1COCC1>[CH3:12][C:13]1([CH3:18])[CH2:16][O:1][B:2]([C:3]2[S:7][C:6]([C:8]([OH:10])=[O:9])=[CH:5][CH:4]=2)[O:11][CH2:14]1.